From a dataset of the Open Reaction Database (ORD), a public repository of structured organic reaction records. describe an organic reaction: reactants, conditions, products, and yield Reactants: CO, COC(=O)c1ccc(Cn2ncc3ncnc(Nc4ccc(OCc5cccc(F)c5)c(Cl)c4)c32)cc1, Cl, [Na+], C1CCOC1, [OH-], O. Yields the product O=C(O)c1ccc(Cn2ncc3ncnc(Nc4ccc(OCc5cccc(F)c5)c(Cl)c4)c32)cc1. As a reaction SMILES: [CH3:38][OH:39].[Cl:1][c:2]1[cH:3][c:4]([NH:17][c:18]2[c:19]3[c:20]([n:21][cH:22][n:23]2)[cH:24][n:25][n:26]3[CH2:27][c:28]2[cH:29][cH:30][c:31]([C:32](=[O:33])[O:34][CH3:35])[cH:36][cH:37]2)[cH:5][cH:6][c:7]1[O:8][CH2:9][c:10]1[cH:11][c:12]([F:16])[cH:13][cH:14][cH:15]1.[ClH:47].[Na+:46].[O:40]1[CH2:41][CH2:42][CH2:43][CH2:44]1.[OH-:45].[OH2:48]>>[Cl:1][c:2]1[cH:3][c:4]([NH:17][c:18]2[c:19]3[c:20]([n:21][cH:22][n:23]2)[cH:24][n:25][n:26]3[CH2:27][c:28]2[cH:29][cH:30][c:31]([C:32](=[O:33])[OH:34])[cH:36][cH:37]2)[cH:5][cH:6][c:7]1[O:8][CH2:9][c:10]1[cH:11][c:12]([F:16])[cH:13][cH:14][cH:15]1.